Dataset: the Open Reaction Database (ORD), a public repository of structured organic reaction records. Task: describe an organic reaction: reactants, conditions, products, and yield The reactants are BrC1=CC=C(C=C1)C=1OC(=C(N1)CCOS(=O)(=O)C)C (Methanesulfonic acid 2-[2-(4-bromo-phenyl)-5-methyl-oxazol-4-yl]-ethyl ester), BrC1=NC=CC=C1 (2-bromopyridine), CC1=C(N=C(O1)C1=CC=C(C=C1)B1OC(C(O1)(C)C)(C)C)CCO (2-{5-Methyl-2-[4-(4,4,5,5-tetramethyl-[1,3,2]dioxaborolan-2-yl)phenyl]-oxazol-4-yl }-ethanol), CC1=C(N=C(O1)C1=CC=C(C=C1)B1OC(C(O1)(C)C)(C)C)CCO (2-{5-Methyl-2-[4-(4,4,5,5-tetramethyl-[1,3,2]dioxaborolan-2-yl)phenyl]-oxazol-4-yl }-ethanol). Product: CC1=C(N=C(O1)C1=CC=C(C=C1)C1=NC=CC=C1)CCN1C(CCC1)C (2-(4-{5-Methyl-4-[2-(2-methyl-pyrrolidin-1-yl)-ethyl]-oxazol-2-yl}-phenyl)-pyridine). RXN SMILES: Br[C:2]1[CH:7]=[CH:6][C:5]([C:8]2[O:9][C:10]([CH3:20])=[C:11]([CH2:13][CH2:14]OS(C)(=O)=O)[N:12]=2)=[CH:4][CH:3]=1.CC1O[C:25]([C:27]2[CH:32]=[CH:31][C:30](B3OC(C)(C)C(C)(C)O3)=CC=2)=[N:24]C=1CCO.Br[C:46]1[CH:51]=[CH:50][CH:49]=[CH:48][N:47]=1>>[CH3:20][C:10]1[O:9][C:8]([C:5]2[CH:6]=[CH:7][C:2]([C:46]3[CH:51]=[CH:50][CH:49]=[CH:48][N:47]=3)=[CH:3][CH:4]=2)=[N:12][C:11]=1[CH2:13][CH2:14][N:24]1[CH2:25][CH2:27][CH2:32][CH:31]1[CH3:30]. Procedure details: The titled compound is prepared in substantial accordance with the procedures found in Example 4, Intermediate 13, and Example 75 using 2-{5-Methyl-2-[4-(4,4,5,5-tetramethyl-[1,3,2]dioxaborolan-2-yl)phenyl]-oxazol-4-yl}-ethanol (see Intermediate 3) and 2-bromopyridine. MS (m/e): 348.3 (M+1) Reactants: CCOC(=O)C1CCCN1, Cc1oc(-c2ccccc2)nc1COc1cccc(C(C)(C)C(=O)O)c1, CCOC(C)=O, ClCCl, Cl, On1nnc2cccnc21. Product: CCOC(=O)C1CCCN1C(=O)C(C)(C)c1cccc(OCc2nc(-c3ccccc3)oc2C)c1. RXN SMILES: [CH2:2]([CH3:3])[O:4][C:5](=[O:6])[CH:7]1[NH:8][CH2:9][CH2:10][CH2:11]1.[CH3:12][C:13]([C:14](=[O:15])[OH:16])([CH3:17])[c:18]1[cH:19][c:20]([O:24][CH2:25][c:26]2[n:27][c:28](-[c:32]3[cH:33][cH:34][cH:35][cH:36][cH:37]3)[o:29][c:30]2[CH3:31])[cH:21][cH:22][cH:23]1.[CH3:51][CH2:52][O:53][C:54](=[O:55])[CH3:56].[Cl:48][CH2:49][Cl:50].[ClH:1].[OH:38][n:39]1[c:40]2[n:41][cH:42][cH:43][cH:44][c:45]2[n:46][n:47]1>>[CH2:2]([CH3:3])[O:4][C:5](=[O:6])[CH:7]1[N:8]([C:14]([C:13]([CH3:12])([CH3:17])[c:18]2[cH:19][c:20]([O:24][CH2:25][c:26]3[n:27][c:28](-[c:32]4[cH:33][cH:34][cH:35][cH:36][cH:37]4)[o:29][c:30]3[CH3:31])[cH:21][cH:22][cH:23]2)=[O:15])[CH2:9][CH2:10][CH2:11]1.